From a dataset of the Open Reaction Database (ORD), a public repository of structured organic reaction records. describe an organic reaction: reactants, conditions, products, and yield The reactants are C(C=C)C1=CC=C(C=C1)O (4-allylphenol), C(=O)(O)[O-].[Na+] (NaHCO3), ClC1=CC(=CC=C1)C(=O)OO (m-chloroperbenzoic acid), C(=O)(O)[O-].[Na+] (NaHCO3), ClC1=CC(=CC=C1)C(=O)OO (m-chloroperbenzoic acid). The solvent is C(Cl)Cl (CH2Cl2). Run at time 6 hour. Yields the product O1C(C1)CC1=CC=C(C=C1)O ((RS)-4-oxiranylmethyl-phenol). The yield is 37.9%. RXN SMILES: [CH2:1]([C:4]1[CH:9]=[CH:8][C:7]([OH:10])=[CH:6][CH:5]=1)[CH:2]=[CH2:3].C([O-])(O)=[O:12].[Na+].ClC1C=CC=C(C(OO)=O)C=1>C(Cl)Cl>[O:12]1[CH2:3][CH:2]1[CH2:1][C:4]1[CH:9]=[CH:8][C:7]([OH:10])=[CH:6][CH:5]=1 |f:1.2|. Reported procedure: 4-allylphenol (8.9 g, 66.3 mmol) was dissolved in CH2Cl2 (180 ml). After addition of NaHCO3 (8.4 g, 99.5 mmol), m-chloroperbenzoic acid 70% (18 g, 73 mmol) was added portionwise. After 6 hours at room temperature, additional NaHCO3 (8.4 g, 99.5 mmol) and m-chloroperbenzoic acid 70% (18 g, 73 mmol) were added. After 17 hours, the reaction mixture was washed with sat. NaHCO3 (200 ml) and the resulting aqueous phases were extracted with CH2Cl2 (3×10 ml). The combined organic phases were washed with... The reactants are O=C([O-])[O-], COCCOC, [Cs+], [Cs+], CN1CCN(C2CCC2c2nc(I)c3c(N)nccn23)CC1, O, CC1(C)OB(c2ccc3c(C(F)(F)F)cc(-c4ccccc4)nc3c2)OC1(C)C, c1ccc(P(c2ccccc2)(c2ccccc2)[Pd](P(c2ccccc2)(c2ccccc2)c2ccccc2)(P(c2ccccc2)(c2ccccc2)c2ccccc2)P(c2ccccc2)(c2ccccc2)c2ccccc2)cc1. The product is CN1CCN(C2CCC2c2nc(-c3ccc4c(C(F)(F)F)cc(-c5ccccc5)nc4c3)c3c(N)nccn23)CC1. As a reaction SMILES: [C:52](=[O:53])([O-:54])[O-:55].[CH3:58][O:59][CH2:60][CH2:61][O:62][CH3:63].[Cs+:56].[Cs+:57].[I:1][c:2]1[n:3][c:4]([CH:12]2[CH2:13][CH2:14][CH:15]2[N:16]2[CH2:17][CH2:18][N:19]([CH3:22])[CH2:20][CH2:21]2)[n:5]2[c:6]1[c:7]([NH2:11])[n:8][cH:9][cH:10]2.[OH2:141].[c:23]1(-[c:29]2[n:30][c:31]3[cH:32][c:33]([B:43]4[O:44][C:45]([CH3:46])([CH3:47])[C:48]([CH3:49])([CH3:50])[O:51]4)[cH:34][cH:35][c:36]3[c:37]([C:39]([F:40])([F:41])[F:42])[cH:38]2)[cH:24][cH:25][cH:26][cH:27][cH:28]1.[cH:64]1[cH:65][cH:66][c:67]([P:68]([Pd:69]([P:70]([c:71]2[cH:72][cH:73][cH:74][cH:75][cH:76]2)([c:77]2[cH:78][cH:79][cH:80][cH:81][cH:82]2)[c:83]2[cH:84][cH:85][cH:86][cH:87][cH:88]2)([P:89]([c:90]2[cH:91][cH:92][cH:93][cH:94][cH:95]2)([c:96]2[cH:97][cH:98][cH:99][cH:100][cH:101]2)[c:102]2[cH:103][cH:104][cH:105][cH:106][cH:107]2)[P:108]([c:109]2[cH:110][cH:111][cH:112][cH:113][cH:114]2)([c:115]2[cH:116][cH:117][cH:118][cH:119][cH:120]2)[c:121]2[cH:122][cH:123][cH:124][cH:125][cH:126]2)([c:127]2[cH:128][cH:129][cH:130][cH:131][cH:132]2)[c:133]2[cH:134][cH:135][cH:136][cH:137][cH:138]2)[cH:139][cH:140]1>>[c:2]1(-[c:33]2[cH:32][c:31]3[n:30][c:29](-[c:23]4[cH:24][cH:25][cH:26][cH:27][cH:28]4)[cH:38][c:37]([C:39]([F:40])([F:41])[F:42])[c:36]3[cH:35][cH:34]2)[n:3][c:4]([CH:12]2[CH2:13][CH2:14][CH:15]2[N:16]2[CH2:17][CH2:18][N:19]([CH3:22])[CH2:20][CH2:21]2)[n:5]2[c:6]1[c:7]([NH2:11])[n:8][cH:9][cH:10]2.